From a dataset of the Open Reaction Database (ORD), a public repository of structured organic reaction records. describe an organic reaction: reactants, conditions, products, and yield Starting materials: NC1=NNC(=C1)C(C)(C)C (3-Amino-5-t-butylpyrazole), CCOC(=O)C(C(=O)C)C(=O)C (ethyl diacetoacetate). Solvent: C(C)(=O)O (acetic acid). Reaction conditions: temperature 120 celsius, time 3 hour. Yields the product C(C)(C)(C)C1=NN2C(N=C(C(=C2C)C(=O)O)C)=C1 (2-t-Butyl-5,7-dimethylpyrazolo[1,5-a]pyrimidine-6-carboxylic acid). The yield is 86.0%. Reaction SMILES: [NH2:1][C:2]1[CH:6]=[C:5]([C:7]([CH3:10])([CH3:9])[CH3:8])[NH:4][N:3]=1.CC[O:13][C:14]([CH:16]([C:20]([CH3:22])=O)[C:17]([CH3:19])=O)=[O:15]>C(O)(=O)C>[C:7]([C:5]1[CH:6]=[C:2]2[N:1]=[C:17]([CH3:19])[C:16]([C:14]([OH:15])=[O:13])=[C:20]([CH3:22])[N:3]2[N:4]=1)([CH3:10])([CH3:9])[CH3:8]. Procedure details: 3-Amino-5-t-butylpyrazole (1.6 g) and ethyl diacetoacetate (1.7 g) were dissolved in acetic acid (5 ml) and stirred for 3 hours at 120° C. The mixture was cooled to room temperature and concentrated under reduced pressure. Ethanol (10 ml) and 5 N sodium hydroxide solution (3 ml) were added to the residue and then stirred for 1 hour at 70° C. The mixture was cooled to room temperature, and water was added to the mixture which was then washed with ethyl acetate. 2 N Hydrochloric acid was added to ... Reactants: CCOC(=O)c1c(C)n[nH]c1C, Clc1cnccn1, [H-], [H][H], [Na+], CN(C)C=O. Yields the product CCOC(=O)c1c(C)nn(-c2cnccn2)c1C. As a reaction SMILES: [CH2:1]([CH3:2])[O:3][C:4](=[O:5])[c:6]1[c:7]([CH3:12])[n:8][nH:9][c:10]1[CH3:11].[Cl:17][c:18]1[n:19][cH:20][cH:21][n:22][cH:23]1.[H-:14].[H:15][H:16].[Na+:13].[O:24]=[CH:25][N:26]([CH3:27])[CH3:28]>>[CH2:1]([CH3:2])[O:3][C:4](=[O:5])[c:6]1[c:7]([CH3:12])[n:8][n:9](-[c:18]2[n:19][cH:20][cH:21][n:22][cH:23]2)[c:10]1[CH3:11]. Reactants: IC1=CN=C(C2=CC=C(C=C12)OC)O (4-iodo-6-methoxyisoquinolin-1-ol), O=P(Cl)(Cl)Cl (POCl3). Run at temperature 0 celsius. Product: ClC1=NC=C(C2=CC(=CC=C12)OC)I (1-chloro-4-iodo-6-methoxyisoquinoline). Isolated yield 61.2%. As a reaction SMILES: [I:1][C:2]1[C:11]2[C:6](=[CH:7][CH:8]=[C:9]([O:12][CH3:13])[CH:10]=2)[C:5](O)=[N:4][CH:3]=1.O=P(Cl)(Cl)[Cl:17]>>[Cl:17][C:5]1[C:6]2[C:11](=[CH:10][C:9]([O:12][CH3:13])=[CH:8][CH:7]=2)[C:2]([I:1])=[CH:3][N:4]=1. Procedure: A solution of 4-iodo-6-methoxyisoquinolin-1-ol (2 g, 6.64 mmol) in POCl3 (10 mL) was refluxed for 4 h. After concentration, the residue was taken into a mixture of 100 mL of DCM and 50 mL of water, cooled to 0° C., neutralized with 3 N NaOH, dried over MgSO4, concentrated and purified via silica gel chromatography (5-20% EtOAc:Hex) to give the pure product 1-chloro-4-iodo-6-methoxyisoquinoline (1.3 g, 4.07 mmol, 61.2% yield) as an orange solid. 1H NMR (400 MHz, DMSO-d6) δ 8.69 (s, 1H), 8.22 (d, ... Reactants: [S-]C#N.[K+] (potassium thiocyanate), NC1=CC=C(OC=2C=C(C=CC2)NC(C2=CC(=CC=C2)C2(CC2)C#N)=O)C=C1 (N-[3-(4-aminophenoxy)phenyl]-3-(1-cyanocyclopropyl)benzamide), BrBr (bromine). The solvent is C(C)(=O)O (acetic acid). Yields the product NC=1SC2=C(N1)C=CC(=C2)OC=2C=C(C=CC2)NC(C2=CC(=CC=C2)C2(CC2)C#N)=O (N-{3-[(2-amino-1,3-benzothiazol-6-yl)oxy]phenyl}-3-(1-cyanocyclopropyl)benzamide). Isolated yield 69.3%. RXN SMILES: [S-:1][C:2]#[N:3].[K+].[NH2:5][C:6]1[CH:32]=[CH:31][C:9]([O:10][C:11]2[CH:12]=[C:13]([NH:17][C:18](=[O:30])[C:19]3[CH:24]=[CH:23][CH:22]=[C:21]([C:25]4([C:28]#[N:29])[CH2:27][CH2:26]4)[CH:20]=3)[CH:14]=[CH:15][CH:16]=2)=[CH:8][CH:7]=1.BrBr>C(O)(=O)C>[NH2:3][C:2]1[S:1][C:7]2[CH:8]=[C:9]([O:10][C:11]3[CH:12]=[C:13]([NH:17][C:18](=[O:30])[C:19]4[CH:24]=[CH:23][CH:22]=[C:21]([C:25]5([C:28]#[N:29])[CH2:26][CH2:27]5)[CH:20]=4)[CH:14]=[CH:15][CH:16]=3)[CH:31]=[CH:32][C:6]=2[N:5]=1 |f:0.1|. Reported procedure: Using potassium thiocyanate (5.52 g, 56.8 mmol), acetic acid (380 mL), N-[3-(4-aminophenoxy)phenyl]-3-(1-cyanocyclopropyl)benzamide (5.25 g), and bromine (3.15 g, 19.7 mmol) as starting materials, and in the same manner as in Example A12(iv), the title compound (4.2 g, total of 2 steps 78%) was obtained as a yellow amorphous substance. The obtained compound was used in the next reaction without a further purification. The reactants are COc1ccc(N2CCOCC2)c2sc(-c3nc4c([nH]3)CN(C(=O)OC(C)(C)C)CC4)nc12, CO, Cl. The product is Cl, COc1ccc(N2CCOCC2)c2sc(-c3nc4c([nH]3)CCNC4)nc12. RXN SMILES: [C:1]([O:2][C:3](=[O:4])[N:8]1[CH2:9][c:10]2[c:11]([n:14][c:15](-[c:17]3[s:18][c:19]4[c:20]([n:21]3)[c:22]([O:32][CH3:33])[cH:23][cH:24][c:25]4[N:26]3[CH2:27][CH2:28][O:29][CH2:30][CH2:31]3)[nH:16]2)[CH2:12][CH2:13]1)([CH3:5])([CH3:6])[CH3:7].[CH3:35][OH:36].[ClH:34]>>[ClH:34].[NH:8]1[CH2:9][c:10]2[c:11]([nH:14][c:15](-[c:17]3[s:18][c:19]4[c:20]([n:21]3)[c:22]([O:32][CH3:33])[cH:23][cH:24][c:25]4[N:26]3[CH2:27][CH2:28][O:29][CH2:30][CH2:31]3)[n:16]2)[CH2:12][CH2:13]1. Starting materials: C(CCCCCCC)C1=NOC(=N1)C1=CC=C(C=O)C=C1 (4-(3-octyl-1,2,4-oxadiazol-5-yl)benzaldehyde), FC(C1=C(CN)C=CC=C1)(F)F (2-(trifluoromethyl)benzylamine). Yields the product FC(C1=C(CNCC2=CC=C(C=C2)C2=NC(=NO2)CCCCCCCC)C=CC=C1)(F)F (N-[2-(trifluoromethyl)benzyl]-N-[4-(3-octyl-1,2,4-oxadiazol-5-yl)benzyl]amine). Reaction SMILES: [CH2:1]([C:9]1[N:13]=[C:12]([C:14]2[CH:21]=[CH:20][C:17]([CH:18]=O)=[CH:16][CH:15]=2)[O:11][N:10]=1)[CH2:2][CH2:3][CH2:4][CH2:5][CH2:6][CH2:7][CH3:8].[F:22][C:23]([F:33])([F:32])[C:24]1[CH:31]=[CH:30][CH:29]=[CH:28][C:25]=1[CH2:26][NH2:27]>>[F:22][C:23]([F:32])([F:33])[C:24]1[CH:31]=[CH:30][CH:29]=[CH:28][C:25]=1[CH2:26][NH:27][CH2:18][C:17]1[CH:20]=[CH:21][C:14]([C:12]2[O:11][N:10]=[C:9]([CH2:1][CH2:2][CH2:3][CH2:4][CH2:5][CH2:6][CH2:7][CH3:8])[N:13]=2)=[CH:15][CH:16]=1. Reported procedure: The same procedure as employed in the preparation of Example 357 (step a) but using 4-(3-octyl-1,2,4-oxadiazol-5-yl)benzaldehyde and 2-(trifluoromethyl)benzylamine gave the title compound as an oil. M+(LC/MS(ESI)): 446.4. HPLC (Condition A), Rt: 4.23 min (HPLC purity: 96.5%).